From a dataset of the Open Reaction Database (ORD), a public repository of structured organic reaction records. describe an organic reaction: reactants, conditions, products, and yield Starting materials: C(#N)C=1C(=NSC1NC(=O)NCCCN1CCOCC1)C1=CC=C(C=C1)[N+](=O)[O-] (1-(4-cyano-3-(4-nitrophenyl)isothiazol-5-yl)-3-(3-morpholinopropyl)urea), OS(=O)(=O)O (H2SO4). Conditions: temperature 45 celsius. The product is N1(CCOCC1)CCCNC(=O)NC1=C(C(=NS1)C1=CC=C(C=C1)[N+](=O)[O-])C(=O)N (5-({[(3-morpholin-4-ylpropyl)amino]carbonyl}amino)-3-(4-nitrophenyl)isothiazole-4-carboxamide). Yield: 100.0%. RXN SMILES: [C:1]([C:3]1[C:4]([C:21]2[CH:26]=[CH:25][C:24]([N+:27]([O-:29])=[O:28])=[CH:23][CH:22]=2)=[N:5][S:6][C:7]=1[NH:8][C:9]([NH:11][CH2:12][CH2:13][CH2:14][N:15]1[CH2:20][CH2:19][O:18][CH2:17][CH2:16]1)=[O:10])#[N:2].[OH:30]S(O)(=O)=O>>[N:15]1([CH2:14][CH2:13][CH2:12][NH:11][C:9]([NH:8][C:7]2[S:6][N:5]=[C:4]([C:21]3[CH:22]=[CH:23][C:24]([N+:27]([O-:29])=[O:28])=[CH:25][CH:26]=3)[C:3]=2[C:1]([NH2:2])=[O:30])=[O:10])[CH2:16][CH2:17][O:18][CH2:19][CH2:20]1. Procedure: A mixture of 1-(4-cyano-3-(4-nitrophenyl)isothiazol-5-yl)-3-(3-morpholinopropyl)urea (113 mg, 0.27 mmol) in 3.5 mL conc. H2SO4 was heated at 45° C. After 1.5 hours the reaction was quenched into 100 mL ice water giving a white gel-like solid. The aqueous solution was made basic using Na2CO3 and then extracted with EtOAc, the EtOAc layer washed with brine, dried with anhydrous Na2SO4 and rotary evaporated giving the title compound as a light beige solid (118 mg, 100%). The reactants are C(CC(=O)O)(=O)O (Malonic acid), ClC=1C=C(C=O)C=CC1Cl (3,4-dichlorobenzaldehye), C(C)(=O)[O-].[NH4+] (ammonium acetate). Run in C(C)O (ethanol). Product: COC(CC(C1=CC(=C(C=C1)Cl)Cl)N)=O (Methyl-3-amino-3-(3,4-dichlorophenyl)propanoate). RXN SMILES: [C:1](O)(=O)[CH2:2][C:3]([OH:5])=[O:4].[Cl:8][C:9]1[CH:10]=[C:11]([CH:14]=[CH:15][C:16]=1[Cl:17])C=O.[C:18]([O-])(=O)C.[NH4+:22]>C(O)C>[CH3:18][O:5][C:3](=[O:4])[CH2:2][CH:1]([NH2:22])[C:14]1[CH:11]=[CH:10][C:9]([Cl:8])=[C:16]([Cl:17])[CH:15]=1 |f:2.3|. Procedure details: Malonic acid (7.61 g, 73.1 mmol), 3,4-dichlorobenzaldehye (12.5 g, 71.4 mmol) and ammonium acetate (11.2 g, 146.3 mmol) were heated in ethanol (15 ml) at 55° C. for 15 hours. The solvent was removed under reduced pressure and the resulting white solid was suspended in methanolic hydrochloric acid (2.25M, 100 ml) and heated under reflux for 5 hours. Upon cooling the solvent was removed under reduced pressure and the residue was suspended in water and basified to pH 8 using saturated sodium carbon... Reactants: CCCCN, C1CCOC1, [Cl-], O=C(Cl)C(=O)Cl, CN(C)C=O, O=C(O)c1cccc(-c2ccccc2)c1. Yields the product CCCCNC(=O)c1cccc(-c2ccccc2)c1. As a reaction SMILES: [CH2:22]([CH2:23][CH2:24][CH3:25])[NH2:26].[CH2:28]1[O:29][CH2:30][CH2:31][CH2:32]1.[Cl-:27].[Cl:1][C:2]([C:3]([Cl:4])=[O:5])=[O:6].[O:33]=[CH:34][N:35]([CH3:36])[CH3:37].[c:7]1(-[c:13]2[cH:14][c:15]([C:16](=[O:17])[OH:18])[cH:19][cH:20][cH:21]2)[cH:8][cH:9][cH:10][cH:11][cH:12]1>>[c:7]1(-[c:13]2[cH:14][c:15]([C:16](=[O:18])[NH:26][CH2:22][CH2:23][CH2:24][CH3:25])[cH:19][cH:20][cH:21]2)[cH:8][cH:9][cH:10][cH:11][cH:12]1. Starting materials: C(C1=CC=CC=C1)(=O)C1=C(C2=C(S1)C=CC=C2)O (2-benzoyl-benzo[b]thiophen-3-ol), NC(=O)N (urea), petroleum ether ethyl acetate. Product: N\C(=C\1/C(C2=C(S1)C=CC=C2)=O)\C2=CC=CC=C2 ((E)-2-[(Amino)phenylmethylene]-benzo[b]thiophen-3(2H)-one). Isolated yield 55.0%. RXN SMILES: [C:1]([C:9]1[S:13][C:12]2[CH:14]=[CH:15][CH:16]=[CH:17][C:11]=2[C:10]=1[OH:18])(=O)[C:2]1[CH:7]=[CH:6][CH:5]=[CH:4][CH:3]=1.[NH2:19]C(N)=O>>[NH2:19]/[C:1](/[C:2]1[CH:7]=[CH:6][CH:5]=[CH:4][CH:3]=1)=[C:9]1\[C:10](=[O:18])[C:11]2[CH:17]=[CH:16][CH:15]=[CH:14][C:12]=2[S:13]\1. Reported procedure: Prepared as in Example 41 from 2-benzoyl-benzo[b]thiophen-3-ol, but using urea instead of ammonium acetate, with a yield of 55% of theory; m.p. 121°-122° C. (petroleum ether/ethyl acetate 2:1). The product was identical to that of Example 1, based on its TLC, mixed melting point and IR-spectrum. Reactants: C(C)(=O)C=1OC=CC1 (2-acetylfuran), IN1C(CCC1=O)=O (N-iodosuccinimide), C[O-].[Na+] (sodium methylate), COC(N(C)C)OC (N,N-dimethylformamide dimethyl acetal), C(O)(O)=O.NC(=N)N (guanidine carbonate). Solvent: C(C)(=O)O (acetic acid), CO (methanol), CN(C)C=O (DMF). Product: O1C(=CC=C1)C1=NC(=NC=C1I)N (4-Furan-2-yl-5-iodo-pyrimidin-2-ylamine). Reaction SMILES: [C:1]([C:4]1O[CH:6]=[CH:7][CH:8]=1)(=O)[CH3:2].COC(OC)N(C)C.[C:17](=[O:20])(O)O.[NH2:21][C:22]([NH2:24])=[NH:23].C[O-].[Na+].[I:28]N1C(=O)CCC1=O>CN(C=O)C.CO.C(O)(=O)C>[O:20]1[CH:17]=[CH:6][CH:7]=[C:8]1[C:4]1[C:1]([I:28])=[CH:2][N:21]=[C:22]([NH2:24])[N:23]=1 |f:2.3,4.5|. Reported procedure: From 2-acetylfuran and N,N-dimethylformamide dimethyl acetal in DMF. Then treatment with guanidine carbonate and sodium methylate in methanol. Then treatment with N-iodosuccinimide in acetic acid. EI-MS m/e (%): 287 (M+, 100). The reactants are NC1=CC=C2C(=NC=NC2=C1)N1C(=C(C2=CC(=CC=C12)OC)CC(=O)OC)C (methyl 1-(7-aminoquinazolin-4-yl)-5-methoxy-2-methylindol-3-ylacetate), Cl (hydrochloric acid), C(C)(=O)[O-].[Na+] (sodium acetate), cuprous chloride, Cl (hydrochloric acid), N(=O)[O-].[Na+] (sodium nitrite). Run in C(C)(=O)O (acetic acid), O (water). Run at time 1 hour. Product: ClC1=CC=C2C(=NC=NC2=C1)N1C(=C(C2=CC(=CC=C12)OC)CC(=O)OC)C (methyl 1-(7-chloroquinazolin-4-yl)-5-methoxy-2-methyl-indol-3-ylacetate). Reaction SMILES: N[C:2]1[CH:11]=[C:10]2[C:5]([C:6]([N:12]3[C:20]4[C:15](=[CH:16][C:17]([O:21][CH3:22])=[CH:18][CH:19]=4)[C:14]([CH2:23][C:24]([O:26][CH3:27])=[O:25])=[C:13]3[CH3:28])=[N:7][CH:8]=[N:9]2)=[CH:4][CH:3]=1.N([O-])=O.[Na+].C([O-])(=O)C.[Na+].[ClH:38]>C(O)(=O)C.O>[Cl:38][C:2]1[CH:11]=[C:10]2[C:5]([C:6]([N:12]3[C:20]4[C:15](=[CH:16][C:17]([O:21][CH3:22])=[CH:18][CH:19]=4)[C:14]([CH2:23][C:24]([O:26][CH3:27])=[O:25])=[C:13]3[CH3:28])=[N:7][CH:8]=[N:9]2)=[CH:4][CH:3]=1 |f:1.2,3.4|. Procedure: A solution of methyl 1-(7-aminoquinazolin-4-yl)-5-methoxy-2-methylindol-3-ylacetate (0.5g.) in acetic acid (12 ml.) was treated with concentrated hydrochloric acid (1.5 ml.). The solution obtained was stirred at 0°-5° C during the addition, over 15 minutes, of a solution of sodium nitrite (0.15g.) in water (2 ml.). The dark red solution was added dropwise to a solution of cuprous chloride (0.2g.) in concentrated hydrochloric acid (5ml.) kept at room temperature. The mixture was then stirred for ... The reactants are CC(C)(C)OC(=O)Cn1ccc(NC(=O)C(CC2CCCC2)c2ccc(S(C)(=O)=O)c(Cl)c2)n1, ClCCl, O=C(O)C(F)(F)F. The product is CS(=O)(=O)c1ccc(C(CC2CCCC2)C(=O)Nc2ccn(CC(=O)O)n2)cc1Cl. Reaction SMILES: [C:1]([CH3:2])([CH3:3])([CH3:4])[O:5][C:6]([CH2:7][n:8]1[n:9][c:10]([NH:13][C:14]([CH:15]([CH2:16][CH:17]2[CH2:18][CH2:19][CH2:20][CH2:21]2)[c:22]2[cH:23][c:24]([Cl:32])[c:25]([S:28](=[O:29])(=[O:30])[CH3:31])[cH:26][cH:27]2)=[O:33])[cH:11][cH:12]1)=[O:34].[CH2:35]([Cl:36])[Cl:37].[F:38][C:39]([F:40])([F:41])[C:42]([OH:43])=[O:44]>>[O:5]=[C:6]([CH2:7][n:8]1[n:9][c:10]([NH:13][C:14]([CH:15]([CH2:16][CH:17]2[CH2:18][CH2:19][CH2:20][CH2:21]2)[c:22]2[cH:23][c:24]([Cl:32])[c:25]([S:28](=[O:29])(=[O:30])[CH3:31])[cH:26][cH:27]2)=[O:33])[cH:11][cH:12]1)[OH:34].